From a dataset of the Open Reaction Database (ORD), a public repository of structured organic reaction records. describe an organic reaction: reactants, conditions, products, and yield Starting materials: C1CCOC1, Cn1ncc([N+](=O)[O-])c1C1(O)CCC=CCC1, ClCCl, [Na+], O=C([O-])O. Product: Cn1ncc([N+](=O)[O-])c1C1=CCC=CCC1. Reaction SMILES: [CH2:26]1[O:27][CH2:28][CH2:29][CH2:30]1.[CH3:1][n:2]1[n:3][cH:4][c:5]([N+:15](=[O:16])[O-:17])[c:6]1[C:7]1([OH:14])[CH2:8][CH2:9][CH:10]=[CH:11][CH2:12][CH2:13]1.[Cl:23][CH2:24][Cl:25].[Na+:22].[O-:18][C:19]([OH:20])=[O:21]>>[CH3:1][n:2]1[n:3][cH:4][c:5]([N+:15](=[O:16])[O-:17])[c:6]1[C:7]1=[CH:8][CH2:9][CH:10]=[CH:11][CH2:12][CH2:13]1. Run in C(C)#N (acetonitrile). Reaction SMILES: [OH:1][C:2]1[C:19]([CH:20]([CH3:30])[CH2:21][CH2:22][CH2:23][C:24]2[CH:29]=[CH:28][CH:27]=[CH:26][CH:25]=2)=[CH:18][C:5]2[O:6][C:7]([CH3:17])([CH3:16])[C:8]3[CH2:13][CH2:12][CH2:11][CH:10]([CH2:14][OH:15])[C:9]=3[C:4]=2[CH:3]=1.[C:31](OC(=O)C)(=[O:33])[CH3:32]>C(#N)C>[C:31]([O:15][CH2:14][CH:10]1[C:9]2[C:4]3[CH:3]=[C:2]([OH:1])[C:19]([CH:20]([CH3:30])[CH2:21][CH2:22][CH2:23][C:24]4[CH:25]=[CH:26][CH:27]=[CH:28][CH:29]=4)=[CH:18][C:5]=3[O:6][C:7]([CH3:16])([CH3:17])[C:8]=2[CH2:13][CH2:12][CH2:11]1)(=[O:33])[CH3:32]. Product: C(C)(=O)OCC1CCCC2=C1C1=C(OC2(C)C)C=C(C(=C1)O)C(CCCC1=CC=CC=C1)C (7,8,9,10-Tetrahydro-10-acetoxymethyl-2-hydroxy-6,6-dimethyl-3-(1-methyl-4-phenylbutyl)-6H-dibenzo[b,d]pyran). The reactants are C(C)(=O)OC(C)=O (acetic anhydride), OC1=CC2=C(OC(C3=C2C(CCC3)CO)(C)C)C=C1C(CCCC1=CC=CC=C1)C (7,8,9,10-tetrahydro-2-hydroxy-10-hydroxymethyl-6,6-dimethyl-3-(1-methyl-4-phenylbutyl)-6H-dibenzo[b,d]pyran). Procedure details: A solution of 0.1 mole of dl-7,8,9,10-tetrahydro-2-hydroxy-10-hydroxymethyl-6,6-dimethyl-3-(1-methyl-4-phenylbutyl)-6H-dibenzo[b,d]pyran in 100 ml. of acetonitrile is treated with 0.1 mole of acetic anhydride and the mixture heated for 12 hours under nitrogen. It is then poured onto ice/water and extracted with ethyl acetate (2×100 ml.), the extracts combined, washed with brine and dried MgSO4). Evaporation under reduced pressure followed by silica gel chromatography affords the title product.